From a dataset of the Open Reaction Database (ORD), a public repository of structured organic reaction records. describe an organic reaction: reactants, conditions, products, and yield Starting materials: C(C)=O (acetaldehyde), solution, C(CCC)[Li] (n-Butyl lithium), Cl (HCl), C([O-])(O)=O.[Na+] (sodium bicarbonate), CC1(NC(CCC1)(C)C)C (2,2,6,6-tetramethylpiperidine), ClC=1N=NC(=CC1)OC (3-chloro-6-methoxypyridazine). Reaction SMILES: C([Li])CCC.CC1(C)CCCC(C)(C)N1.[Cl:16][C:17]1[N:18]=[N:19][C:20]([O:23][CH3:24])=[CH:21][CH:22]=1.[CH:25](=[O:27])[CH3:26].Cl.C(=O)(O)[O-].[Na+]>CCCCCC.O1CCCC1.C(O)C>[Cl:16][C:17]1[N:18]=[N:19][C:20]([O:23][CH3:24])=[C:21]([CH:25]([OH:27])[CH3:26])[CH:22]=1 |f:5.6|. Reported procedure: 47.7 ml of a 1.6M solution of n-Butyl lithium in hexane is added dropwise at −75° C. to 100 ml tetrahydrofuran followed by 12.9 ml 2,2,6,6-tetramethylpiperidine and the resulting solution is allowed to warm to 0° C. and stirred for 30 min. The solution is cooled to −75° C. and a solution of 5 g 3-chloro-6-methoxypyridazine in 100 ml tetrahydrofuran is added at the same temperature. The reaction is stirred for 30 min at −75° C. A solution of 23.5 ml acetaldehyde in 50 ml tetrahydrofuran is cooled... Run in O1CCCC1 (tetrahydrofuran), CCCCCC (hexane), O1CCCC1 (tetrahydrofuran), O1CCCC1 (tetrahydrofuran), C(C)O (ethanol), O1CCCC1 (tetrahydrofuran). Yields the product ClC1=CC(=C(N=N1)OC)C(C)O (1-(6-Chloro-3-methoxy-pyridazin-4-yl)-ethanol). Reaction conditions: temperature 0 celsius, time 30 minute. Starting materials: CC=1SC=C(N1)C1CNCCO1 (2-(2-methyl-thiazol-4-yl)morpholine), C(=O)(OC)C=C(C)C1=CC=C(C=C1)CC(C)=O (1-[4-(2-carbomethoxy-1-methyl-ethenyl)phenyl]propan-2-one). The product is C(=O)(OC)C=C(C)C1=CC=C(C=C1)CC(C)N1CC(OCC1)C=1N=C(SC1)C (N-[2-(4-(2-Carbomethoxy-1-methylethenyl)phenyl)-1-methylethyl]-2-(2-methyl-thiazol-4-yl)morpholine). Reaction SMILES: [CH3:1][C:2]1[S:3][CH:4]=[C:5]([CH:7]2[O:12][CH2:11][CH2:10][NH:9][CH2:8]2)[N:6]=1.[C:13]([CH:17]=[C:18]([C:20]1[CH:25]=[CH:24][C:23]([CH2:26][C:27](=O)[CH3:28])=[CH:22][CH:21]=1)[CH3:19])([O:15][CH3:16])=[O:14]>>[C:13]([CH:17]=[C:18]([C:20]1[CH:25]=[CH:24][C:23]([CH2:26][CH:27]([N:9]2[CH2:10][CH2:11][O:12][CH:7]([C:5]3[N:6]=[C:2]([CH3:1])[S:3][CH:4]=3)[CH2:8]2)[CH3:28])=[CH:22][CH:21]=1)[CH3:19])([O:15][CH3:16])=[O:14]. Procedure: Prepared analogously to Example 13 by reaction of 2-(2-methyl-thiazol-4-yl)morpholine with 1-[4-(2-carbomethoxy-1-methyl-ethenyl)phenyl]propan-2-one followed by purification of the base on a silica gel column using chloroform/methanol/ammonia=9:1:0.1 as eluant.